The task is: describe an organic reaction: reactants, conditions, products, and yield. This data is from the Open Reaction Database (ORD), a public repository of structured organic reaction records. Reactants: CC(C)Oc1ccc(-c2cc(-c3cccc4c3CCC4O[Si](C)(C)C(C)(C)C)cs2)cc1C#N, CCCC[N+](CCCC)(CCCC)CCCC, C1CCOC1, [F-]. Product: CC(C)Oc1ccc(-c2cc(-c3cccc4c3CCC4O)cs2)cc1C#N. RXN SMILES: [C:1]([Si:2]([CH3:3])([CH3:4])[O:6][CH:7]1[CH2:8][CH2:9][c:10]2[c:11](-[c:16]3[cH:17][c:18](-[c:21]4[cH:22][cH:23][c:24]([O:29][CH:30]([CH3:31])[CH3:32])[c:25]([C:26]#[N:27])[cH:28]4)[s:19][cH:20]3)[cH:12][cH:13][cH:14][c:15]21)([CH3:5])([CH3:33])[CH3:34].[CH2:36]([N+:37]([CH2:38][CH2:39][CH2:40][CH3:41])([CH2:42][CH2:43][CH2:44][CH3:45])[CH2:46][CH2:47][CH2:48][CH3:49])[CH2:50][CH2:51][CH3:52].[CH2:53]1[O:54][CH2:55][CH2:56][CH2:57]1.[F-:35]>>[OH:6][CH:7]1[CH2:8][CH2:9][c:10]2[c:11](-[c:16]3[cH:17][c:18](-[c:21]4[cH:22][cH:23][c:24]([O:29][CH:30]([CH3:31])[CH3:32])[c:25]([C:26]#[N:27])[cH:28]4)[s:19][cH:20]3)[cH:12][cH:13][cH:14][c:15]21. Reactants: BrCCN1C(C=2C(C1=O)=CC=CC2)=O (N-(2-bromoethyl)phthalimide), C(C)NCC (diethylamine), C(C)NCC (diethylamine). Run in C1(=CC=CC=C1)C (toluene). The product is C(C)N(CCN1C(C2=CC=CC=C2C1O)O)CC (2-[2-(diethylamino)ethyl]-1H-isoindole-1,3(2H)-diol). Reaction SMILES: Br[CH2:2][CH2:3][N:4]1[C:8](=[O:9])[C:7]2=[CH:10][CH:11]=[CH:12][CH:13]=[C:6]2[C:5]1=[O:14].[CH2:15]([NH:17][CH2:18][CH3:19])[CH3:16]>C1(C)C=CC=CC=1>[CH2:15]([N:17]([CH2:18][CH3:19])[CH2:2][CH2:3][N:4]1[CH:8]([OH:9])[C:7]2[C:6](=[CH:13][CH:12]=[CH:11][CH:10]=2)[CH:5]1[OH:14])[CH3:16]. Reported procedure: 25.4 g (0.10 mol) of N-(2-bromoethyl)phthalimide were dissolved together with four times the molar quantity of diethylamine (29.2 g; 0.40 mol) in 500 ml of toluene and refluxed for 8 hours. After the reaction, excess diethylamine and the solvent were removed under a vacuum in a rotary evaporator. The residue was combined with tert-butyl methyl ether and the precipitated salt removed by filtration. The ether phase was then completely evaporated off. Yield: 21.0 g (85.4%). Starting materials: CS(=O)(=O)OCCOCC1=CC=CC=C1 (2-(benzyloxy)ethyl methanesulfonate), CO (methanol), C(C)N (ethylamine). Solvent: C(Cl)Cl (methylene chloride). Conditions: temperature 110 celsius. The product is C(C1=CC=CC=C1)OCCNCC (N-[2-(benzyloxy)ethyl]-N-ethylamine). Isolated yield 72.0%. Reaction SMILES: CS(O[CH2:6][CH2:7][O:8][CH2:9][C:10]1[CH:15]=[CH:14][CH:13]=[CH:12][CH:11]=1)(=O)=O.CO.[CH2:18]([NH2:20])[CH3:19]>C(Cl)Cl>[CH2:9]([O:8][CH2:7][CH2:6][NH:20][CH2:18][CH3:19])[C:10]1[CH:15]=[CH:14][CH:13]=[CH:12][CH:11]=1. Procedure: To 7.0 g (30 mmol) of 2-(benzyloxy)ethyl methanesulfonate, a 75 ml methanol solution of 2M ethylamine was added, and the mixture was heated at 110° C. in a sealed tube for 2 hours. Then, the reaction mixture was returned to room temperature, and then diluted with methylene chloride. The dilution was washed with a saturated aqueous solution of sodium hydride. The washed system was dried over sodium sulfate, and then the solvent was distilled off under reduced pressure. The residue was purified by... The reactants are CC(C)C[AlH]CC(C)C, COC(=O)CCc1ccc(F)cc1SC, CO, Cc1ccccc1. Yields the product CSc1cc(F)ccc1CCC=O. Reaction SMILES: [CH3:16][CH:17]([CH2:18][AlH:19][CH2:20][CH:21]([CH3:22])[CH3:23])[CH3:24].[CH3:1][O:2][C:3]([CH2:4][CH2:5][c:6]1[c:7]([S:13][CH3:14])[cH:8][c:9]([F:12])[cH:10][cH:11]1)=[O:15].[CH3:25][OH:26].[CH3:27][c:28]1[cH:29][cH:30][cH:31][cH:32][cH:33]1>>[O:2]=[CH:3][CH2:4][CH2:5][c:6]1[c:7]([S:13][CH3:14])[cH:8][c:9]([F:12])[cH:10][cH:11]1. Reactants: FC(C=1C=C(C=CC1)C=1N=C(NC1)C1CCC(CC1)CN)(F)F (C-{4-[4-(3-trifluoromethyl-phenyl)-1H-imidazole-2-yl]-cyclohexyl}-methylamine), TEA, C(C)(=O)Cl (Acetyl chloride). The solvent is C(Cl)Cl.C1CCOC1 (CH2Cl2 THF). Reaction conditions: time 2 hour. The product is FC(C=1C=C(C=CC1)C=1N=C(NC1)C1CCC(CC1)CNC(C)=O)(F)F (N-{4-[4-(3-Trifluoromethyl-phenyl)-1H-imidazol-2-yl]-cyclohexylmethyl}-acetamide). Reaction SMILES: [F:1][C:2]([F:23])([F:22])[C:3]1[CH:4]=[C:5]([C:9]2[N:10]=[C:11]([CH:14]3[CH2:19][CH2:18][CH:17]([CH2:20][NH2:21])[CH2:16][CH2:15]3)[NH:12][CH:13]=2)[CH:6]=[CH:7][CH:8]=1.[C:24](Cl)(=[O:26])[CH3:25]>C(Cl)Cl.C1COCC1>[F:23][C:2]([F:1])([F:22])[C:3]1[CH:4]=[C:5]([C:9]2[N:10]=[C:11]([CH:14]3[CH2:15][CH2:16][CH:17]([CH2:20][NH:21][C:24](=[O:26])[CH3:25])[CH2:18][CH2:19]3)[NH:12][CH:13]=2)[CH:6]=[CH:7][CH:8]=1 |f:2.3|. Procedure details: C-{4-[4-(3-trifluoromethyl-phenyl)-1H-imidazole-2-yl]-cyclohexyl}-methylamine (326 mg, 1.0 mmol, from Example 1C) and TEA (102 mg, 1.0 mmol) were dissolved in CH2Cl2/THF (1:1) and brought to 0° C. with an ice bath. Acetyl chloride (79 mg, 1.0 mmol) was added to the reaction mixture slowly and the ice bath was removed. After 2 hours, the solution was diluted with CH2Cl2, added to a separatory funnel and washed with 10% NaOH (3×). The solution was dried (Na2SO4), concentrated under reduced pressur...